This data is from the Open Reaction Database (ORD), a public repository of structured organic reaction records. The task is: describe an organic reaction: reactants, conditions, products, and yield Starting materials: C([O-])([O-])=O.[Na+].[Na+] (sodium carbonate), ClC(=O)OCC1=CC=CC=C1 (benzyl chloroformate), C(C)OC(=O)[C@H]1NC[C@@H]([C@H](C1)C1=CC=C(C=C1)OC)OCC=1C=CC2=C(N(CCO2)CCCOC)C1 ((2S,4R,5R)-4-(4-Methoxy-phenyl)-5-[4-(3-methoxy-propyl)-3,4-dihydro-2H-benzo[1,4]oxazin-6-ylmethoxy]-piperidine-2-carboxylic acid ethyl ester), solution, [OH-].[Li+] (lithiumhydroxide). The solvent is C(C)(=O)OCC (ethyl acetate), CO.O1CCCC1.O (methanol tetrahydrofuran water), C(C)(=O)OCC (ethyl acetate). Run at time 2 hour. Yields the product C(C1=CC=CC=C1)OC(=O)N1[C@@H](C[C@@H]([C@H](C1)OCC=1C=CC2=C(N(CCO2)CCCOC)C1)C1=CC=C(C=C1)OC)C(=O)O ((2S,4R,5R)-4-(4-Methoxy-phenyl)-5-[4-(3-methoxy-propyl)-3,4-dihydro-2H-benzo[1,4]oxazin-6-ylmethoxy]-piperidine-1,2-dicarboxylic acid 1-benzyl ester). RXN SMILES: C([O:3][C:4]([C@@H:6]1[CH2:11][C@H:10]([C:12]2[CH:17]=[CH:16][C:15]([O:18][CH3:19])=[CH:14][CH:13]=2)[C@@H:9]([O:20][CH2:21][C:22]2[CH:23]=[CH:24][C:25]3[O:30][CH2:29][CH2:28][N:27]([CH2:31][CH2:32][CH2:33][O:34][CH3:35])[C:26]=3[CH:36]=2)[CH2:8][NH:7]1)=[O:5])C.[OH-].[Li+].C(=O)([O-])[O-].[Na+].[Na+].Cl[C:46]([O:48][CH2:49][C:50]1[CH:55]=[CH:54][CH:53]=[CH:52][CH:51]=1)=[O:47]>CO.O1CCCC1.O.C(OCC)(=O)C>[CH2:49]([O:48][C:46]([N:7]1[CH2:8][C@H:9]([O:20][CH2:21][C:22]2[CH:23]=[CH:24][C:25]3[O:30][CH2:29][CH2:28][N:27]([CH2:31][CH2:32][CH2:33][O:34][CH3:35])[C:26]=3[CH:36]=2)[C@@H:10]([C:12]2[CH:17]=[CH:16][C:15]([O:18][CH3:19])=[CH:14][CH:13]=2)[CH2:11][C@H:6]1[C:4]([OH:3])=[O:5])=[O:47])[C:50]1[CH:55]=[CH:54][CH:53]=[CH:52][CH:51]=1 |f:1.2,3.4.5,7.8.9|. Procedure: To a solution of 1.5 g of (2S,4R,5R)-4-(4-methoxy-phenyl)-5-[4-(3-methoxy-propyl)-3,4-dihydro-2H-benzo[1,4]oxazin-6-ylmethoxy]-piperidine-2-carboxylic acid ethyl ester (from example 2) in 60 ml of methanol-tetrahydrofuran-water 1:1:1 are added 2.85 ml of a solution of 1N lithiumhydroxide at 0° C. Stirring is continued for an additional 2 hours at room temperature, followed by addition of 40 ml of ethyl acetate, 20 ml of saturated aqueous sodium carbonate solution and 0.42 ml of benzyl chloroform... Reactants: ( 3A ), Cl.C(C1=CC=CC=C1)OC([C@H]1N(CCC1)C(CN)=O)=O (Glycyl-L-proline benzylester hydrochloride), C(C)O (ethanol), C(#N)[BH3-].[Na+] (Sodium cyanoborohydride). Solvent: C1C(CC2=CC=CC=C12)=O (indan-2-on). Yields the product C(C1=CC=CC=C1)OC([C@H]1N(CCC1)C(CNC1CC2=CC=CC=C2C1)=O)=O (N-(2-indanyl)glycyl-L-proline benzylester). Yield: 33.0%. RXN SMILES: Cl.[CH2:2]([O:9][C:10](=[O:20])[C@@H:11]1[CH2:15][CH2:14][CH2:13][N:12]1[C:16](=[O:19])[CH2:17]N)[C:3]1[CH:8]=[CH:7][CH:6]=[CH:5][CH:4]=1.[C:21]([BH3-])#[N:22].[Na+].[CH2:25](O)[CH3:26]>C1C2C(=CC=CC=2)CC1=O>[CH2:2]([O:9][C:10](=[O:20])[C@@H:11]1[CH2:15][CH2:14][CH2:13][N:12]1[C:16](=[O:19])[CH2:17][NH:22][CH:21]1[CH2:26][C:25]2[C:5](=[CH:4][CH:3]=[CH:8][CH:7]=2)[CH2:6]1)[C:3]1[CH:8]=[CH:7][CH:6]=[CH:5][CH:4]=1 |f:0.1,2.3|. Procedure details: Glycyl-L-proline benzylester hydrochloride (20.0 g, 64.1 m mole) was dissolved in dried ethanol (150 ml) and indan-2-on (4.23 g, 32.1 m mole), and Molecular Sieves (3A) (5 g) were added thereto. Sodium cyanoborohydride (2.01 g, 32.1 m mole) was gradually added to the above solution while cooling with ice, and stirring. The mixture was stirred for 1 hour under cooling with ice and then stirred for 2 hours at room temperature. A little insoluble material was separated by filtration. The ethanol wa... Starting materials: CCc1sc(C(C)=O)cc1-c1ccccc1, Cc1cc(C=O)cc(C)c1O, CCO, CC(C)O, Cl, O. Product: CCc1sc(C(=O)CCc2cc(C)c(O)c(C)c2)cc1-c1ccccc1. Reaction SMILES: [CH2:1]([CH3:2])[c:3]1[c:4](-[c:11]2[cH:12][cH:13][cH:14][cH:15][cH:16]2)[cH:5][c:6]([C:8]([CH3:9])=[O:10])[s:7]1.[CH3:17][c:18]1[cH:19][c:20]([CH:21]=[O:22])[cH:23][c:24]([CH3:27])[c:25]1[OH:26].[CH3:28][CH2:29][OH:30].[CH:32]([OH:33])([CH3:34])[CH3:35].[ClH:31].[OH2:36]>>[CH2:1]([CH3:2])[c:3]1[c:4](-[c:11]2[cH:12][cH:13][cH:14][cH:15][cH:16]2)[cH:5][c:6]([C:8]([CH2:9][CH2:21][c:20]2[cH:19][c:18]([CH3:17])[c:25]([OH:26])[c:24]([CH3:27])[cH:23]2)=[O:10])[s:7]1. RXN SMILES: [OH:1][C@H:2]1[CH2:21][CH2:20][C@@:19]2([CH3:22])[C@@H:4]([CH2:5][CH2:6][C@@H:7]3[C@@H:18]2[CH2:17][CH2:16][C@@:15]2([CH3:23])[C@H:8]3[CH2:9][CH:10]=[C:11]2[C:12](=[O:14])[CH3:13])[CH2:3]1.[C:24]1([CH3:34])[CH:29]=[CH:28][C:27]([S:30](Cl)(=[O:32])=[O:31])=[CH:26][CH:25]=1.Cl>N1C=CC=CC=1>[C:24]1([CH3:34])[CH:29]=[CH:28][C:27]([S:30]([O:1][C@H:2]2[CH2:21][CH2:20][C@@:19]3([CH3:22])[C@@H:4]([CH2:5][CH2:6][C@@H:7]4[C@@H:18]3[CH2:17][CH2:16][C@@:15]3([CH3:23])[C@H:8]4[CH2:9][CH:10]=[C:11]3[C:12](=[O:14])[CH3:13])[CH2:3]2)(=[O:32])=[O:31])=[CH:26][CH:25]=1. Yields the product C1(=CC=C(C=C1)S(=O)(=O)O[C@@H]1C[C@@H]2CC[C@H]3[C@@H]4CC=C(C(C)=O)[C@]4(CC[C@@H]3[C@]2(CC1)C)C)C (3β-toluene-p-sulphonyloxy-5α-pregn-16-en-20-one). Procedure details: 3β-Hydroxy-5α-pregn-16-en-20-one (10 g.) in pyridine (50 ml.) was treated with toluene-p-sulphonyl chloride (10 g.), and the solution was stirred at room temperature overnight and then poured into dilute hydrochloric acid. The precipitate was extracted into chloroform, and the extract was washed with dilute hydrochloric acid and with water, dried over sodium sulphate and evaporated to an oil which crystallised on standing. Recrystallisation from ethyl acetate/petrol gave 3β-toluene-p-sulphonylox... Run in N1=CC=CC=C1 (pyridine). The reactants are O[C@@H]1C[C@@H]2CC[C@H]3[C@@H]4CC=C(C(C)=O)[C@]4(CC[C@@H]3[C@]2(CC1)C)C (3β-Hydroxy-5α-pregn-16-en-20-one), C1(=CC=C(C=C1)S(=O)(=O)Cl)C (toluene-p-sulphonyl chloride), Cl (hydrochloric acid). Isolated yield 89.4%. Reaction conditions: time 8 hour.